From a dataset of the Open Reaction Database (ORD), a public repository of structured organic reaction records. describe an organic reaction: reactants, conditions, products, and yield As a reaction SMILES: [C:39](=[O:40])([O-:41])[OH:42].[CH2:89]([C:90]([CH3:91])=[O:92])[CH3:93].[CH3:1][O:2][c:3]1[cH:4][c:5]([CH3:6])[c:7]([S:8]([N:9]2[CH2:10][CH2:11][CH2:12][CH2:13][CH:14]2[CH2:15][O:16][CH2:17][C:18]([OH:19])=[O:20])(=[O:21])=[O:22])[c:23]([CH3:24])[cH:25]1.[CH3:44][O:45][c:46]1[cH:47][c:48]([CH3:80])[c:49]([S:53](=[O:54])(=[O:55])[N:56]2[CH:57]([CH2:62][O:63][CH2:64][C:65](=[O:66])[N:67]3[CH2:68][CH2:69][CH:70]([CH2:73][CH2:74][N:75]4[CH2:76][CH2:77][CH2:78][CH2:79]4)[CH2:71][CH2:72]3)[CH2:58][CH2:59][CH2:60][CH2:61]2)[c:50]([CH3:52])[cH:51]1.[CH3:81][Si:82]([Cl:83])([CH3:84])[CH3:85].[CH3:94][CH2:95][O:96][CH2:97][CH3:98].[Cl:86][CH2:87][Cl:88].[N:26]1([CH2:27][CH2:28][CH:29]2[CH2:30][CH2:31][NH:32][CH2:33][CH2:34]2)[CH2:35][CH2:36][CH2:37][CH2:38]1.[Na+:43]>>[CH3:44][O:45][c:46]1[cH:47][c:48]([CH3:80])[c:49]([S:53](=[O:54])(=[O:55])[N:56]2[CH:57]([CH2:62][O:63][CH2:64][C:65](=[O:66])[N:67]3[CH2:68][CH2:69][CH:70]([CH2:73][CH2:74][N:75]4[CH2:76][CH2:77][CH2:78][CH2:79]4)[CH2:71][CH2:72]3)[CH2:58][CH2:59][CH2:60][CH2:61]2)[c:50]([CH3:52])[cH:51]1.[ClH:83]. The product is COc1cc(C)c(S(=O)(=O)N2CCCCC2COCC(=O)N2CCC(CCN3CCCC3)CC2)c(C)c1, Cl. Reactants: O=C([O-])O, CCC(C)=O, COc1cc(C)c(S(=O)(=O)N2CCCCC2COCC(=O)O)c(C)c1, COc1cc(C)c(S(=O)(=O)N2CCCCC2COCC(=O)N2CCC(CCN3CCCC3)CC2)c(C)c1, C[Si](C)(C)Cl, CCOCC, ClCCl, C1CCN(CCC2CCNCC2)C1, [Na+]. Starting materials: N1(CCCC1)C1=CC=C(C=C1)C1=CC(C(C2=CC=CC=C12)=O)=O (4-(4-pyrrolidinophenyl)-1,2-naphthoquinone), Cl.NO (hydroxylamine hydrochloride), N1(CCCC1)C1=CC=C(C=C1)C1=CC(C(C2=CC=CC=C12)=O)=O (4-(4-pyrrolidinophenyl)-1,2-naphthoquinone). Run in O (water), C(C)O (ethanol), C(C)O (ethanol). Product: N1(CCCC1)C1=CC=C(C=C1)C1=CC(C(C2=CC=CC=C12)=O)=NO (4-(4-Pyrrolidinophenyl)-1,2-naphthoquinone-2-oxime). Yield: 84.0%. Reaction SMILES: Cl.[NH2:2][OH:3].[N:4]1([C:9]2[CH:14]=[CH:13][C:12]([C:15]3[C:24]4[C:19](=[CH:20][CH:21]=[CH:22][CH:23]=4)[C:18](=[O:25])[C:17](=O)[CH:16]=3)=[CH:11][CH:10]=2)[CH2:8][CH2:7][CH2:6][CH2:5]1>C(O)C.O>[N:4]1([C:9]2[CH:14]=[CH:13][C:12]([C:15]3[C:24]4[C:19](=[CH:20][CH:21]=[CH:22][CH:23]=4)[C:18](=[O:25])[C:17](=[N:2][OH:3])[CH:16]=3)=[CH:11][CH:10]=2)[CH2:8][CH2:7][CH2:6][CH2:5]1 |f:0.1|. Procedure details: A solution of hydroxylamine hydrochloride (0.08 mol) in anhydrous ethanol (50 cm3) was added dropwise to a stirred solution of 4-(4-pyrrolidinophenyl)-1,2-naphthoquinone (0.02 mol) in warm anhydrous ethanol (250 cm3). The mixture was refluxed until thin layer chromatography indicated that no 4-(4-pyrrolidinophenyl)-1,2-naphthoquinone remained. The mixture was cooled in ice, diluted with water and the brown precipitate was collected by vacuum filtration and washed with water and air dried. Yield=... Reactants: CC(C)CCOc1ccc(C=O)cc1OCCC(C)C, CC#N, ClC(Cl)Cl, [O-][Cl+][O-], Cl, [Na+], [Na+], O, O=P([O-])(O)O, OO. Product: CC(C)CCOc1ccc(C(=O)O)cc1OCCC(C)C. RXN SMILES: [CH2:1]([CH2:2][CH:3]([CH3:4])[CH3:5])[O:6][c:7]1[cH:8][c:9]([CH:10]=[O:11])[cH:12][cH:13][c:14]1[O:15][CH2:16][CH2:17][CH:18]([CH3:19])[CH3:20].[CH3:32][C:33]#[N:34].[CH:38]([Cl:39])([Cl:40])[Cl:41].[Cl+:27]([O-:28])[O-:29].[ClH:31].[Na+:21].[Na+:30].[OH2:35].[OH:22][P:23](=[O:24])([O-:25])[OH:26].[OH:36][OH:37]>>[CH2:1]([CH2:2][CH:3]([CH3:4])[CH3:5])[O:6][c:7]1[cH:8][c:9]([C:10](=[O:11])[OH:22])[cH:12][cH:13][c:14]1[O:15][CH2:16][CH2:17][CH:18]([CH3:19])[CH3:20].